From a dataset of the Open Reaction Database (ORD), a public repository of structured organic reaction records. describe an organic reaction: reactants, conditions, products, and yield The yield is 55.0%. Starting materials: BrCC1OC(CC2=C1C(=CC=C2OC)C)C2CCCCC2 (1-Bromomethyl-3-cyclohexyl-3,4-dihydro-5-methoxy-8-methyl-1H-2-benzopyran), BrBr (bromine), resultant solution, saturated aqueous solution, S([O-])(O)=O.[Na+] (sodium bisulfite). Reported procedure: A solution of 2.04 g (5.8 mmol) of 1-bromomethyl-3-cyclohexyl-3,4-dihydro-5-methoxy-8-methyl-1H-2-benxopyran (the product of Step 2 of Example 33) in 20 mL of dry methylene chloride was cooled to 0° C. and treated with 0.38 mL (7.4 mmol) of bromine. The resultant solution was stirred for 25 minutes at 0° C. and then poured into 30 mL of a saturated aqueous solution of sodium bisulfite. The cloudy mixture was extracted with 200 mL of diethyl ether and the organic extract was washed with saturated... Product: BrC=1C=C(C2=C(CC(OC2CBr)C2CCCCC2)C1OC)C (6-Bromo-1-bromomethyl-3-cyclohexyl-3,4-dihydro-5-methoxy-8-methyl-1H-2-benzopyran). The solvent is C(Cl)Cl (methylene chloride). RXN SMILES: [Br:1][CH2:2][CH:3]1[C:8]2[C:9]([CH3:15])=[CH:10][CH:11]=[C:12]([O:13][CH3:14])[C:7]=2[CH2:6][CH:5]([CH:16]2[CH2:21][CH2:20][CH2:19][CH2:18][CH2:17]2)[O:4]1.[Br:22]Br.S(=O)(O)[O-].[Na+]>C(Cl)Cl>[Br:22][C:11]1[CH:10]=[C:9]([CH3:15])[C:8]2[CH:3]([CH2:2][Br:1])[O:4][CH:5]([CH:16]3[CH2:21][CH2:20][CH2:19][CH2:18][CH2:17]3)[CH2:6][C:7]=2[C:12]=1[O:13][CH3:14] |f:2.3|. The reactants are CC(C)OC(C)C, Cl, COc1cc(C(=O)c2nc(N)c3ccccn23)ccc1[N+](=O)[O-], CS(=O)(=O)Cl, c1ccncc1. The product is COc1cc(C(=O)c2nc(NS(C)(=O)=O)c3ccccn23)ccc1[N+](=O)[O-]. Reaction SMILES: [CH:36]([O:37][CH:38]([CH3:39])[CH3:40])([CH3:41])[CH3:42].[ClH:6].[NH2:7][c:8]1[n:9][c:10]([C:17](=[O:18])[c:19]2[cH:20][c:21]([O:28][CH3:29])[c:22]([N+:25](=[O:26])[O-:27])[cH:23][cH:24]2)[n:11]2[c:12]1[cH:13][cH:14][cH:15][cH:16]2.[S:1](=[O:2])(=[O:3])([CH3:4])[Cl:5].[cH:30]1[cH:31][cH:32][n:33][cH:34][cH:35]1>>[S:1](=[O:2])(=[O:3])([CH3:4])[NH:7][c:8]1[n:9][c:10]([C:17](=[O:18])[c:19]2[cH:20][c:21]([O:28][CH3:29])[c:22]([N+:25](=[O:26])[O-:27])[cH:23][cH:24]2)[n:11]2[c:12]1[cH:13][cH:14][cH:15][cH:16]2. Starting materials: CuBr, C(C1=CC=CC=C1)[C@H]1N(C(OC1)=O)C(/C=C/C=1C=C(C(=O)OC(C)(C)C)C=CC1)=O (Tert-butyl 3-{(1E)-3-[(4R)-4-benzyl-2-oxo-1,3-oxazolidin-3-yl]-3-oxoprop-1-enyl}benzoate), solution, C(C)(C)[Mg]Cl (isopropylmagnesium chloride), BrC1=NC=CC=C1 (2-bromopyridine). The solvent is C1CCOC1 (THF), CSC (dimethylsulfide), C1CCOC1 (THF), C1CCOC1 (THF). Conditions: time 1.5 hour. Product: C(C1=CC=CC=C1)[C@H]1N(C(OC1)=O)C(C[C@@H](C1=NC=CC=C1)C=1C=C(C(=O)OC(C)(C)C)C=CC1)=O (tert-butyl 3-{(1R)-3-[(4R)-4-benzyl-2-oxo-1,3-oxazolidin-3-yl]-3-oxo-1-pyridin-2-ylpropyl}benzoate). Isolated yield 37.0%. RXN SMILES: C([Mg]Cl)(C)C.Br[C:7]1[CH:12]=[CH:11][CH:10]=[CH:9][N:8]=1.[CH2:13]([C@@H:20]1[CH2:24][O:23][C:22](=[O:25])[N:21]1[C:26](=[O:42])/[CH:27]=[CH:28]/[C:29]1[CH:30]=[C:31]([CH:39]=[CH:40][CH:41]=1)[C:32]([O:34][C:35]([CH3:38])([CH3:37])[CH3:36])=[O:33])[C:14]1[CH:19]=[CH:18][CH:17]=[CH:16][CH:15]=1>C1COCC1.CSC>[CH2:13]([C@@H:20]1[CH2:24][O:23][C:22](=[O:25])[N:21]1[C:26](=[O:42])[CH2:27][C@H:28]([C:29]1[CH:30]=[C:31]([CH:39]=[CH:40][CH:41]=1)[C:32]([O:34][C:35]([CH3:37])([CH3:38])[CH3:36])=[O:33])[C:7]1[CH:12]=[CH:11][CH:10]=[CH:9][N:8]=1)[C:14]1[CH:19]=[CH:18][CH:17]=[CH:16][CH:15]=1. Reported procedure: To a 1.0 M solution of isopropylmagnesium chloride (1.0 mL, 2.08 mmol) in THF was added 2-bromopyridine (0.198 mL, 2.08 mmol) and the mixture was stirred for 1.5 hours. This dark solution, at 0° C., was quickly added to a cooled (−40° C.) solution of CuBr.DMS complex (0.206 g, 1.01 mmol) in THF (2 mL) and dimethylsulfide (1 mL), and the resulting mixture was stirred at −40° C. for 10 min, then placed in an ice bath. Tert-butyl 3-{(1E)-3-[(4R)-4-benzyl-2-oxo-1,3-oxazolidin-3-yl]-3-oxoprop-1-enyl}... Starting materials: ClC=1C(=C(C=CC1)Cl)Cl (Trichlorobenzene), C[O-].[Na+] (sodium methoxide). Solvent: CC(=O)N(C)C (dimethyl acetamide), CO (methanol), CO (methanol). Reaction conditions: time 30 minute. Yields the product ClC1=C(C=CC=C1Cl)OC (2,3-dichloroanisole). Reaction SMILES: [Cl:1][C:2]1[C:3]([Cl:9])=[C:4](Cl)[CH:5]=[CH:6][CH:7]=1.[CH3:10][O-:11].[Na+]>CC(N(C)C)=O.CO>[Cl:9][C:3]1[C:2]([Cl:1])=[CH:7][CH:6]=[CH:5][C:4]=1[O:11][CH3:10] |f:1.2|. Procedure details: Trichlorobenzene (363 g, 2 moles) was dissolved in 600 ml of dimethyl acetamide and 650 ml of 25% sodium methoxide in methanol solution added all at once. The solution was stirred and heated to 166° as the methanol slowly distilled out. The solution was held at 166° for 30 minutes, * cooled and quenched with 5 times its volume of water and extracted with toluene (2 × 1000 ml). The toluene extracts were washed with water (1 L) and dried over sodium sulfate. The toluene was removed by distillation...